This data is from the Open Reaction Database (ORD), a public repository of structured organic reaction records. The task is: describe an organic reaction: reactants, conditions, products, and yield The reactants are [Cl-].[NH4+] (Ammonium chloride), C(C)O (ethanol), CC1=C(C=CC(=C1)C)N1CCN(CC1)C(=O)C1=C(C=C(C=C1)N1S(CCC1)(=O)=O)[N+](=O)[O-] ([4-(2,4-dimethylphenyl)piperazin-1-yl][4-(1,1-dioxo-1λ6-isothiazolidin-2-yl)-2-nitrophenyl]methanone). The reagents and catalysts are [Fe] (iron). Run in O (water). The product is NC1=C(C=CC(=C1)N1S(CCC1)(=O)=O)C(=O)N1CCN(CC1)C1=C(C=C(C=C1)C)C ([2-amino-4-(1,1-dioxo-1λ6-isothiazolidin-2-yl)phenyl][4-(2,4-dimethylphenyl)piperazin-1-yl]methanone). Yield: 52.8%. As a reaction SMILES: [Cl-].[NH4+].C(O)C.[CH3:6][C:7]1[CH:12]=[C:11]([CH3:13])[CH:10]=[CH:9][C:8]=1[N:14]1[CH2:19][CH2:18][N:17]([C:20]([C:22]2[CH:27]=[CH:26][C:25]([N:28]3[CH2:32][CH2:31][CH2:30][S:29]3(=[O:34])=[O:33])=[CH:24][C:23]=2[N+:35]([O-])=O)=[O:21])[CH2:16][CH2:15]1>[Fe].O>[NH2:35][C:23]1[CH:24]=[C:25]([N:28]2[CH2:32][CH2:31][CH2:30][S:29]2(=[O:34])=[O:33])[CH:26]=[CH:27][C:22]=1[C:20]([N:17]1[CH2:18][CH2:19][N:14]([C:8]2[CH:9]=[CH:10][C:11]([CH3:13])=[CH:12][C:7]=2[CH3:6])[CH2:15][CH2:16]1)=[O:21] |f:0.1|. Reported procedure: Ammonium chloride (504 mg) and iron (364 mg) were added to a solution of ethanol (9 mL) and water (2.3 mL), [4-(2,4-dimethylphenyl)piperazin-1-yl][4-(1,1-dioxo-1λ6-isothiazolidin-2-yl)-2-nitrophenyl]methanone (770 mg) described in Example 100 was added while stirring at 60° C.-70° C. After completion of the reaction, the insoluble material was collected by filtration, and the filtrate was concentrated. To the obtained residue was added aqueous sodium hydrogen carbonate solution, the mixture was ... Starting materials: O=C([O-])[O-], CCc1cc(Oc2ccc(C(F)(F)F)cc2[N+](=O)[O-])n[nH]1, CCOC(C)=O, CN=C=O, Cl, [K+], [K+]. Product: CCc1cc(Oc2ccc(C(F)(F)F)cc2[N+](=O)[O-])nn1C(=O)NC. Reaction SMILES: [C:1](=[O:2])([O-:3])[O-:4].[CH2:11]([CH3:12])[c:13]1[cH:14][c:15]([O:18][c:19]2[c:20]([N+:29](=[O:30])[O-:31])[cH:21][c:22]([C:25]([F:26])([F:27])[F:28])[cH:23][cH:24]2)[n:16][nH:17]1.[CH3:33][CH2:34][O:35][C:36](=[O:37])[CH3:38].[CH3:7][N:8]=[C:9]=[O:10].[ClH:32].[K+:5].[K+:6]>>[CH3:7][NH:8][C:9](=[O:10])[n:17]1[c:13]([CH2:11][CH3:12])[cH:14][c:15]([O:18][c:19]2[c:20]([N+:29](=[O:30])[O-:31])[cH:21][c:22]([C:25]([F:26])([F:27])[F:28])[cH:23][cH:24]2)[n:16]1.